Dataset: the Open Reaction Database (ORD), a public repository of structured organic reaction records. Task: describe an organic reaction: reactants, conditions, products, and yield Reactants: C(C)(C)OC1=CC=C(C(=N1)NC)[N+](=O)[O-] (6-isopropoxy-2-methylamino-3-nitropyridine). Reagents/catalysts: [Pd] (palladium-on-charcoal). Run in CO (methanol). Yields the product NC=1C(=NC(=CC1)OC(C)C)NC (3-Amino-6-isopropoxy-2-methylaminopyridine). Reaction SMILES: [CH:1]([O:4][C:5]1[N:10]=[C:9]([NH:11][CH3:12])[C:8]([N+:13]([O-])=O)=[CH:7][CH:6]=1)([CH3:3])[CH3:2]>CO.[Pd]>[NH2:13][C:8]1[C:9]([NH:11][CH3:12])=[N:10][C:5]([O:4][CH:1]([CH3:2])[CH3:3])=[CH:6][CH:7]=1. Procedure: A procedure similar to that described in Example 6 was repeated, except that 2.38 9 of 6-isopropoxy-2-methylamino-3-nitropyridine (prepared as described in Preparation 100) were hydrogenated in 50 ml of methanol in the presence of 0.50 g of 10 % w/w palladium-on-charcoal. After working up the product as described in Example 6, 2.00 g of the title compound having Rf=0.62 (on silica gel thin layer chromatography using ethyl acetate as the developing solvent) were obtained.